Dataset: the Open Reaction Database (ORD), a public repository of structured organic reaction records. Task: describe an organic reaction: reactants, conditions, products, and yield Starting materials: N(C(C)(C)C(=O)N[C@@H](CC1=CC=CC=C1)C(=O)N[C@@H](CC(C)C)C(=O)OC)C(=O)OC(C)(C)C (Boc-Aib-Phe-Leu-OMe), Cl (hydrogen chloride). Run in C(C)(=O)OCC (ethyl acetate), C(C)(=O)OCC (ethyl acetate). Run at time 1 hour. Yields the product NC(C)(C)C(=O)N[C@@H](CC1=CC=CC=C1)C(=O)N[C@@H](CC(C)C)C(=O)OC.Cl (H-Aib-Phe-Leu-OMe hydrochloride). Reaction SMILES: [NH:1](C(OC(C)(C)C)=O)[C:2]([C:5]([NH:7][C@H:8]([C:16]([NH:18][C@H:19]([C:24]([O:26][CH3:27])=[O:25])[CH2:20][CH:21]([CH3:23])[CH3:22])=[O:17])[CH2:9][C:10]1[CH:15]=[CH:14][CH:13]=[CH:12][CH:11]=1)=[O:6])([CH3:4])[CH3:3].[ClH:35]>C(OCC)(=O)C>[NH2:1][C:2]([C:5]([NH:7][C@H:8]([C:16]([NH:18][C@H:19]([C:24]([O:26][CH3:27])=[O:25])[CH2:20][CH:21]([CH3:23])[CH3:22])=[O:17])[CH2:9][C:10]1[CH:15]=[CH:14][CH:13]=[CH:12][CH:11]=1)=[O:6])([CH3:3])[CH3:4].[ClH:35] |f:3.4|. Reported procedure: Boc-Aib-Phe-Leu-OMe (14.38 g.) was dissolved in ethyl acetate (25 ml.). A solution of 3M-hydrogen chloride in ethyl acetate (33 ml.) was added and the mixture was stirred at ambient temperature for 1 hr., during which time a white crystalline solid separated out. The solid was collected by filtration, washed with ethyl acetate (3×15 ml.) and then dried in vacuo at ambient temperature to give H-Aib-Phe-Leu-OMe hydrochloride, RfKNH3 0.89, RfRNH3 0.74. Starting materials: CC1=C(C(=CC=C1)C)N1C[C@](CC1=O)(C(=O)O)CC(=C)C ((S)-1-(2,6-dimethylphenyl)-3-(2-methylallyl)-5-oxo-pyrrolidine-3-carboxylic acid), [Si](C)(C)(C)C=[N+]=[N-] (TMS-CHN2). The solvent is CO (MeOH). Reaction conditions: time 10 minute. Yields the product COC(=O)[C@@]1(CN(C(C1)=O)C1=C(C=CC=C1C)C)CC(=C)C ((S)-1-(2,6-dimethyl-phenyl)-3-(2-methyl-allyl)-5-oxo-pyrrolidine-3-carboxylic acid methyl ester). Isolated yield 105.6%. Reaction SMILES: [CH3:1][C:2]1[CH:7]=[CH:6][CH:5]=[C:4]([CH3:8])[C:3]=1[N:9]1[C:13](=[O:14])[CH2:12][C@:11]([CH2:18][C:19]([CH3:21])=[CH2:20])([C:15]([OH:17])=[O:16])[CH2:10]1.[Si](C=[N+]=[N-])(C)(C)[CH3:23]>CO>[CH3:23][O:16][C:15]([C@@:11]1([CH2:18][C:19]([CH3:21])=[CH2:20])[CH2:12][C:13](=[O:14])[N:9]([C:3]2[C:2]([CH3:1])=[CH:7][CH:6]=[CH:5][C:4]=2[CH3:8])[CH2:10]1)=[O:17]. Procedure: To a solution of (S)-1-(2,6-dimethylphenyl)-3-(2-methylallyl)-5-oxo-pyrrolidine-3-carboxylic acid (prepared from c, 430 mg, 1.49 mmol) in MeOH (5 mL) was added TMS-CHN2 (2.24 mL, 4.49 mmol, 2 M solution in hexanes) dropwise. After stirring the yellow colored clear solution at room temperature for 10 min, MeOH was removed under reduced pressure, and the solution was diluted with EtOAc (50 mL) and washed with saturated NaHCO3 solution (25 mL), water (25 mL), brine (25 mL), dried (Na2SO4) and evapo... Reactants: CC1=CC(=NC=C1)[Mg]Br (4-methyl-2-pyridinylmagnesium bromide), C1CCOC1 (THF), CN(C)C=O (DMF). The product is CC1=CC(=NC=C1)C=O (4-Methyl-pyridine-2-carbaldehyde). Yield: 71.5%. RXN SMILES: [CH3:1][C:2]1[CH:7]=[CH:6][N:5]=[C:4]([Mg]Br)[CH:3]=1.C1C[O:13][CH2:12]C1.CN(C=O)C>>[CH3:1][C:2]1[CH:7]=[CH:6][N:5]=[C:4]([CH:12]=[O:13])[CH:3]=1. Procedure: 4-Methyl-pyridine-2-carbaldehyde (433 mg, 71.5%) was obtained from 0.25 M 4-methyl-2-pyridinylmagnesium bromide of THF solution (20 mL, 5 mmol) with DMF (0.773 mL, 10 mmol) at room temperature under argon.